From a dataset of the Open Reaction Database (ORD), a public repository of structured organic reaction records. describe an organic reaction: reactants, conditions, products, and yield Reactants: O.O.O.O.O.O.O.O.O.O.S(=O)(=O)([O-])[O-].[Na+].[Na+] (sodium sulfate decahydrate), [H-].[Al+3].[Li+].[H-].[H-].[H-] (Lithium aluminum hydride), CC(CCOC1=CC=C(C=O)C=C1)C (p-(3-methylbutoxy)-benzaldehyde), [H-].[Al+3].[Li+].[H-].[H-].[H-] (lithium aluminum hydride). The solvent is O1CCCC1 (tetrahydrofuran). Conditions: time 1 hour. Product: CC(CCOC1=CC=C(CO)C=C1)C (p-(3-methylbutoxy)benzyl alcohol). Isolated yield 97.5%. As a reaction SMILES: [H-].[Al+3].[Li+].[H-].[H-].[H-].[CH3:7][CH:8]([CH3:20])[CH2:9][CH2:10][O:11][C:12]1[CH:19]=[CH:18][C:15]([CH:16]=[O:17])=[CH:14][CH:13]=1.O.O.O.O.O.O.O.O.O.O.S([O-])([O-])(=O)=O.[Na+].[Na+]>O1CCCC1>[CH3:7][CH:8]([CH3:20])[CH2:9][CH2:10][O:11][C:12]1[CH:13]=[CH:14][C:15]([CH2:16][OH:17])=[CH:18][CH:19]=1 |f:0.1.2.3.4.5,7.8.9.10.11.12.13.14.15.16.17.18.19|. Procedure details: Lithium aluminum hydride (350 mg) was added gradually to a solution of 1.35 g of p-(3-methylbutoxy)-benzaldehyde in 50 ml of tetrahydrofuran at -10° C. After stirring at room temperature for 1 hour, the excess lithium aluminum hydride was decomposed with sodium sulfate decahydrate. The insoluble matter was filtered off from the mixture, and the filtrate was concentrated to give 1.33 g of p-(3-methylbutoxy)benzyl alcohol. Thionyl chloride (3 g) was added to a solution of the compound obtained in ... Reactants: Nc1ncnn2c(C3=CCNCC3)cc(-c3ccc4cn(Cc5ccccc5)nc4c3)c12, CN(C)CC(=O)O, CCN(C(C)C)C(C)C, CN(C)C=O, On1nnc2ccccc21. Product: CN(C)CC(=O)N1CC=C(c2cc(-c3ccc4cn(Cc5ccccc5)nc4c3)c3c(N)ncnn23)CC1. As a reaction SMILES: [CH2:1]([c:2]1[cH:3][cH:4][cH:5][cH:6][cH:7]1)[n:8]1[n:9][c:10]2[cH:11][c:12](-[c:17]3[cH:18][c:19]([C:27]4=[CH:32][CH2:31][NH:30][CH2:29][CH2:28]4)[n:20]4[n:21][cH:22][n:23][c:24]([NH2:26])[c:25]34)[cH:13][cH:14][c:15]2[cH:16]1.[CH3:33][N:34]([CH3:35])[CH2:36][C:37]([OH:38])=[O:39].[CH:50]([N:51]([CH2:52][CH3:53])[CH:54]([CH3:55])[CH3:56])([CH3:57])[CH3:58].[O:59]=[CH:60][N:61]([CH3:62])[CH3:63].[OH:40][n:41]1[c:42]2[c:43]([cH:44][cH:45][cH:46][cH:47]2)[n:48][n:49]1>>[CH2:1]([c:2]1[cH:3][cH:4][cH:5][cH:6][cH:7]1)[n:8]1[n:9][c:10]2[cH:11][c:12](-[c:17]3[cH:18][c:19]([C:27]4=[CH:32][CH2:31][N:30]([C:37]([CH2:36][N:34]([CH3:33])[CH3:35])=[O:38])[CH2:29][CH2:28]4)[n:20]4[n:21][cH:22][n:23][c:24]([NH2:26])[c:25]34)[cH:13][cH:14][c:15]2[cH:16]1. Starting materials: O=C([O-])[O-], CCOC(=O)CS, [Cs+], [Cs+], CCCCC1(CC)CN(c2ccccc2)c2cc(Br)c(OCC(=O)O)cc2S(=O)(=O)C1, CN(C)C=O. The product is CCCCC1(CC)CN(c2ccccc2)c2cc(SCC(=O)OCC)c(OCC(=O)O)cc2S(=O)(=O)C1. Reaction SMILES: [C:32](=[O:33])([O-:34])[O-:35].[C:38]([CH2:39][SH:40])(=[O:41])[O:42][CH2:43][CH3:44].[Cs+:36].[Cs+:37].[O:1]=[S:2]1(=[O:31])[CH2:3][C:4]([CH2:25][CH3:26])([CH2:27][CH2:28][CH2:29][CH3:30])[CH2:5][N:6]([c:19]2[cH:20][cH:21][cH:22][cH:23][cH:24]2)[c:7]2[c:8]1[cH:9][c:10]([O:14][CH2:15][C:16](=[O:17])[OH:18])[c:11]([Br:13])[cH:12]2.[O:45]=[CH:46][N:47]([CH3:48])[CH3:49]>>[O:1]=[S:2]1(=[O:31])[CH2:3][C:4]([CH2:25][CH3:26])([CH2:27][CH2:28][CH2:29][CH3:30])[CH2:5][N:6]([c:19]2[cH:20][cH:21][cH:22][cH:23][cH:24]2)[c:7]2[c:8]1[cH:9][c:10]([O:14][CH2:15][C:16](=[O:17])[OH:18])[c:11]([S:40][CH2:39][C:38](=[O:41])[O:42][CH2:43][CH3:44])[cH:12]2. Reactants: C(C)(C)(C)OC(NC1=C(C=C(C(=C1)C(F)(F)F)C)NC(CC(C1=CC(=CC=C1)C=1C=NC=NC1)=O)=O)=O ({4-methyl-2-[3-oxo-3-(3-pyrimidin-5-yl-phenyl)-propionylamino]-5-trifluoromethyl-phenyl}-carbamic acid tert-butyl ester), C(=O)(C(F)(F)F)O (TFA). Solvent: C(Cl)Cl (CH2Cl2). The product is CC=1C(=CC2=C(NC(CC(=N2)C2=CC(=CC=C2)C=2C=NC=NC2)=O)C1)C(F)(F)F (8-Methyl-4-(3-pyrimidin-5-yl-phenyl)-7-trifluoromethyl-1,3-dihydro-benzo[b][1,4]diazepin-2-one), solid. The yield is 69.0%. Reaction SMILES: C(OC(=O)[NH:7][C:8]1[CH:13]=[C:12]([C:14]([F:17])([F:16])[F:15])[C:11]([CH3:18])=[CH:10][C:9]=1[NH:19][C:20](=[O:36])[CH2:21][C:22](=O)[C:23]1[CH:28]=[CH:27][CH:26]=[C:25]([C:29]2[CH:30]=[N:31][CH:32]=[N:33][CH:34]=2)[CH:24]=1)(C)(C)C.C(O)(C(F)(F)F)=O>C(Cl)Cl>[CH3:18][C:11]1[C:12]([C:14]([F:17])([F:15])[F:16])=[CH:13][C:8]2[N:7]=[C:22]([C:23]3[CH:28]=[CH:27][CH:26]=[C:25]([C:29]4[CH:34]=[N:33][CH:32]=[N:31][CH:30]=4)[CH:24]=3)[CH2:21][C:20](=[O:36])[NH:19][C:9]=2[CH:10]=1. Reported procedure: The title compound was prepared from {4-methyl-2-[3-oxo-3-(3-pyrimidin-5-yl-phenyl)-propionylamino]-5-trifluoromethyl-phenyl}-carbamic acid tert-butyl ester (Example M97) (0.43 g, 0.84 mmol) by treatment with TFA in CH2Cl2 according to the general procedure N. Obtained as a light red solid (230 mg, 69%).